This data is from the Open Reaction Database (ORD), a public repository of structured organic reaction records. The task is: describe an organic reaction: reactants, conditions, products, and yield Starting materials: C(C)OC(=O)C=1NC2=CC(=C(C(=C2C1)C)OC1=CC(=C(C=C1)O)C(C1=CC=C(C=C1)F)=O)C (5-[3-(4-Fluoro-benzoyl)-4-hydroxy-phenoxy]-4,6-dimethyl-1H-indole-2-carboxylic acid ethyl ester), [BH4-].[Na+] (sodium borohydride). Run in C(C)O (ethanol). Conditions: time 1 hour. The product is C(C)OC(=O)C=1NC2=CC(=C(C(=C2C1)C)OC1=CC(=C(C=C1)O)C(O)C1=CC=C(C=C1)F)C (5-{3-[(4-Fluoro-phenyl)-hydroxy-methyl]-4-hydroxy-phenoxy}-4,6-dimethyl-1H-indole-2-carboxylic acid ethyl ester). The yield is 86.5%. Reaction SMILES: [CH2:1]([O:3][C:4]([C:6]1[NH:7][C:8]2[C:13]([CH:14]=1)=[C:12]([CH3:15])[C:11]([O:16][C:17]1[CH:22]=[CH:21][C:20]([OH:23])=[C:19]([C:24](=[O:32])[C:25]3[CH:30]=[CH:29][C:28]([F:31])=[CH:27][CH:26]=3)[CH:18]=1)=[C:10]([CH3:33])[CH:9]=2)=[O:5])[CH3:2].[BH4-].[Na+]>C(O)C>[CH2:1]([O:3][C:4]([C:6]1[NH:7][C:8]2[C:13]([CH:14]=1)=[C:12]([CH3:15])[C:11]([O:16][C:17]1[CH:22]=[CH:21][C:20]([OH:23])=[C:19]([CH:24]([C:25]3[CH:26]=[CH:27][C:28]([F:31])=[CH:29][CH:30]=3)[OH:32])[CH:18]=1)=[C:10]([CH3:33])[CH:9]=2)=[O:5])[CH3:2] |f:1.2|. Procedure details: To a solution of 5-[3-(4-Fluoro-benzoyl)-4-hydroxy-phenoxy]-4,6-dimethyl-1H-indole-2-carboxylic acid ethyl ester (20 mg, 0.045 mmol) in ethanol (1 mL) at room temperature was added sodium borohydride (3.4 mg, 0.089 mmol), and the resulting solution was stirred at room temperature for 1 hour. The reaction was quenched with 1M HCl.(10 mL), diluted with ethyl acetate (10 mL). The ethyl acetate layer was separated, washed with 1M HCl (2 times 10 mL), brine (10 mL), dried over Na2SO4, filtered, and c... The reactants are C(CC)N(C1=NC=CC=N1)C1CCN(CC1)C[C@H]1CN(C[C@@H]1C1=CC=CC=C1)[C@H]1C(CCCC1)CC(=O)OCC1=CC=CC=C1 (2-(R)-(3-(S)-((4-(N-(prop-1-yl)-N-(pyrimid-2-yl)amino)-piperidin-1-yl)methyl)-4-(S)-phenylpyrrolidin-1-yl)-cyclohexylacetic acid, benzyl ester), [H][H] (hydrogen), benzylester. The reagents and catalysts are [Pd] (palladium on carbon). The solvent is CO (MeOH). The product is C(CC)N(C1=NC=CC=N1)C1CCN(CC1)C[C@H]1CN(C[C@@H]1C1=CC=CC=C1)[C@H]1C(CCCC1)CC(=O)O (2-(R)-(3-(S)-((4-(N-(prop-1-yl)-N-(Pyrimid-2-yl)-amino)piperidin-1-yl)methyl)-4-(S)-(phenyl)pyrrolidin-1-yl)cyclohexylacetic Acid). The yield is 40.1%. RXN SMILES: [CH2:1]([N:4]([CH:11]1[CH2:16][CH2:15][N:14]([CH2:17][C@@H:18]2[C@@H:22]([C:23]3[CH:28]=[CH:27][CH:26]=[CH:25][CH:24]=3)[CH2:21][N:20]([C@@H:29]3[CH2:34][CH2:33][CH2:32][CH2:31][CH:30]3[CH2:35][C:36]([O:38]CC3C=CC=CC=3)=[O:37])[CH2:19]2)[CH2:13][CH2:12]1)[C:5]1[N:10]=[CH:9][CH:8]=[CH:7][N:6]=1)[CH2:2][CH3:3].[H][H]>CO.[Pd]>[CH2:1]([N:4]([CH:11]1[CH2:16][CH2:15][N:14]([CH2:17][C@@H:18]2[C@@H:22]([C:23]3[CH:28]=[CH:27][CH:26]=[CH:25][CH:24]=3)[CH2:21][N:20]([C@@H:29]3[CH2:34][CH2:33][CH2:32][CH2:31][CH:30]3[CH2:35][C:36]([OH:38])=[O:37])[CH2:19]2)[CH2:13][CH2:12]1)[C:5]1[N:10]=[CH:9][CH:8]=[CH:7][N:6]=1)[CH2:2][CH3:3]. Procedure details: A solution of 2-(R)-(3-(S)-((4-(N-(prop-1-yl)-N-(pyrimid-2-yl)amino)-piperidin-1-yl)methyl)-4-(S)-phenylpyrrolidin-1-yl)-cyclohexylacetic acid, benzyl ester (0.026 ml, 0.24 mmol) from Step A), in 3.0 mL of MeOH was hydrogenated using 10% palladium on carbon (28 mg, 0.026 mmol) under one atmosphere of hydrogen gas. After TLC indicated the absence of the starting benzylester, the reaction was filtered through a 0.45 micron nylon membrane polypropylene filter and concentrated under reduced pressure... Reactants: COC(=O)N1C2C(C(C1)C1=CNC3=CC(=CC=C13)F)N(CC2)C(C(C2CCCCC2)NC(=O)OC(C)(C)C)=O (4-(2-tert-Butoxycarbonylamino-2-cyclohexyl-acetyl)-3-(6-fluoro-1H-indol-3-yl)-hexahydro-pyrrolo[3,2-b]pyrrole-1-carboxylic acid methyl ester), C(=O)(C(F)(F)F)O (TFA). Run in C(Cl)Cl (DCM). Reaction conditions: temperature 0 celsius, time 90 minute. The product is COC(=O)N1C2C(C(C1)C1=CNC3=CC(=CC=C13)F)N(CC2)C(C(C2CCCCC2)N)=O (4-(2-Amino-2-cyclohexyl-acetyl)-3-(6-fluoro-1H-indol-3-yl)-hexahydro-pyrrolo[3,2-b]pyrrole-1-carboxylic acid methyl ester). Yield: 92.5%. RXN SMILES: [CH3:1][O:2][C:3]([N:5]1[CH2:9][CH:8]([C:10]2[C:18]3[C:13](=[CH:14][C:15]([F:19])=[CH:16][CH:17]=3)[NH:12][CH:11]=2)[CH:7]2[N:20]([C:23](=[O:39])[CH:24]([NH:31]C(OC(C)(C)C)=O)[CH:25]3[CH2:30][CH2:29][CH2:28][CH2:27][CH2:26]3)[CH2:21][CH2:22][CH:6]12)=[O:4].C(O)(C(F)(F)F)=O>C(Cl)Cl>[CH3:1][O:2][C:3]([N:5]1[CH2:9][CH:8]([C:10]2[C:18]3[C:13](=[CH:14][C:15]([F:19])=[CH:16][CH:17]=3)[NH:12][CH:11]=2)[CH:7]2[N:20]([C:23](=[O:39])[CH:24]([NH2:31])[CH:25]3[CH2:26][CH2:27][CH2:28][CH2:29][CH2:30]3)[CH2:21][CH2:22][CH:6]12)=[O:4]. Procedure details: A solution containing 50 (226 mg, 0.42 mmol) in DCM (5 mL) was cooled to 0° C. TFA (2 mL) was added and the reaction mixture was warmed to ambient temperature. After 90 min, the reaction mixture was concentrated in vacuo. The residue was dissolved in EtOAc and the resultant organic solution was washed successively with saturated aqueous NaHCO3 and brine, dried over anhydrous Na2SO4, filtered, and concentrated to afford 172 mg of 51 as an off-white-colored foam which was used without further puri... Starting materials: Cl (HCl), BrC=1C=C(C=NC1)N (5-Bromo-3-pyridinamine), C1(=CC=CC=C1)S(=O)(=O)Cl (benzenesulfonyl chloride), C1(=CC=CC=C1)S(=O)(=O)Cl (Benzenesulfonyl chloride). Solvent: N1=CC=CC=C1 (pyridine). Reaction conditions: temperature 0 celsius, time 5 minute. Product: BrC=1C=C(C=NC1)NS(=O)(=O)C1=CC=CC=C1 (N-(5-Bromo-3-pyridinyl)benzenesulfonamide). As a reaction SMILES: [Br:1][C:2]1[CH:3]=[C:4]([NH2:8])[CH:5]=[N:6][CH:7]=1.[C:9]1([S:15](Cl)(=[O:17])=[O:16])[CH:14]=[CH:13][CH:12]=[CH:11][CH:10]=1.Cl>N1C=CC=CC=1>[Br:1][C:2]1[CH:3]=[C:4]([NH:8][S:15]([C:9]2[CH:14]=[CH:13][CH:12]=[CH:11][CH:10]=2)(=[O:17])=[O:16])[CH:5]=[N:6][CH:7]=1. Procedure: 5-Bromo-3-pyridinamine (5 g) was dissolved in pyridine (150 ml) and the reaction was cooled to 0° C. in an ice-bath and stirred for 5 min. Benzenesulfonyl chloride (1.86 ml) was added dropwise and the reaction was stirred at 0° C. for 3 hr. Further benzenesulfonyl chloride (1.86 ml) was added and the reaction continued stirring for 1 hr. The reaction was neutralised with 2 M HCl and extracted with DCM (60 ml) then evaporated to dryness. The residue was dissolved in DCM and preadsorbed on fluoros... As a reaction SMILES: [Br:1][c:2]1[n:3][c:4]2[n:5]([c:19]1-[c:20]1[cH:21][cH:22][c:23]([C:26]3([NH:30][C:31]([O:32][C:33]([CH3:34])([CH3:35])[CH3:36])=[O:37])[CH2:27][CH2:28][CH2:29]3)[cH:24][cH:25]1)-[c:6]1[c:7]([n:15][cH:16][cH:17][cH:18]1)[NH:8][c:9]1[c:10]-2[cH:11][cH:12][cH:13][cH:14]1.[C:58](=[O:59])([O-:60])[O-:61].[CH3:38][N:39]([C:40]([CH3:41])=[O:42])[c:43]1[cH:44][cH:45][c:46]([B:49]2[O:50][C:51]([CH3:52])([CH3:53])[C:54]([CH3:55])([CH3:56])[O:57]2)[cH:47][cH:48]1.[CH3:69][CH2:70][O:71][C:72]([CH3:73])=[O:74].[Na+:62].[Na+:63].[O:64]=[CH:65][N:66]([CH3:67])[CH3:68]>>[c:2]1(-[c:46]2[cH:45][cH:44][c:43]([N:39]([CH3:38])[C:40]([CH3:41])=[O:42])[cH:48][cH:47]2)[n:3][c:4]2[n:5]([c:19]1-[c:20]1[cH:21][cH:22][c:23]([C:26]3([NH:30][C:31]([O:32][C:33]([CH3:34])([CH3:35])[CH3:36])=[O:37])[CH2:27][CH2:28][CH2:29]3)[cH:24][cH:25]1)-[c:6]1[c:7]([n:15][cH:16][cH:17][cH:18]1)[NH:8][c:9]1[c:10]-2[cH:11][cH:12][cH:13][cH:14]1. Reactants: CC(C)(C)OC(=O)NC1(c2ccc(-c3c(Br)nc4n3-c3cccnc3Nc3ccccc3-4)cc2)CCC1, O=C([O-])[O-], CC(=O)N(C)c1ccc(B2OC(C)(C)C(C)(C)O2)cc1, CCOC(C)=O, [Na+], [Na+], CN(C)C=O. The product is CC(=O)N(C)c1ccc(-c2nc3n(c2-c2ccc(C4(NC(=O)OC(C)(C)C)CCC4)cc2)-c2cccnc2Nc2ccccc2-3)cc1. The reactants are O=C([O-])[O-], Cc1ccccc1, Clc1ncc(-c2ccccc2)c(-c2ccccc2)n1, [Cs+], [Cs+], NCC1CCC(C(=O)O)CC1. Product: O=C(O)C1CCC(CNc2ncc(-c3ccccc3)c(-c3ccccc3)n2)CC1. As a reaction SMILES: [C:1](=[O:2])([O-:3])[O-:4].[CH3:37][c:38]1[cH:39][cH:40][cH:41][cH:42][cH:43]1.[Cl:18][c:19]1[n:20][cH:21][c:22](-[c:31]2[cH:32][cH:33][cH:34][cH:35][cH:36]2)[c:23](-[c:25]2[cH:26][cH:27][cH:28][cH:29][cH:30]2)[n:24]1.[Cs+:5].[Cs+:6].[NH2:7][CH2:8][CH:9]1[CH2:10][CH2:11][CH:12]([C:15](=[O:16])[OH:17])[CH2:13][CH2:14]1>>[NH:7]([CH2:8][CH:9]1[CH2:10][CH2:11][CH:12]([C:15](=[O:16])[OH:17])[CH2:13][CH2:14]1)[c:19]1[n:20][cH:21][c:22](-[c:31]2[cH:32][cH:33][cH:34][cH:35][cH:36]2)[c:23](-[c:25]2[cH:26][cH:27][cH:28][cH:29][cH:30]2)[n:24]1. Reactants: OCC=1C=C(C=CC1)CCCO (3-(3-(Hydroxymethyl)phenyl)propan-1-ol), OCC=1C=C(C=CC1)CCCO (3-(3-(Hydroxymethyl)phenyl)propan-1-ol). The reagents and catalysts are [O-2].[O-2].[Mn+4] (Manganese dioxide). Run in ClCCl (dichloromethane). Reaction conditions: time 18 hour. Yields the product OCCCC=1C=C(C=O)C=CC1 (3-(3-Hydroxypropyl)benzaldehyde). Reaction SMILES: [OH:1][CH2:2][C:3]1[CH:4]=[C:5]([CH2:9][CH2:10][CH2:11][OH:12])[CH:6]=[CH:7][CH:8]=1>ClCCl.[O-2].[O-2].[Mn+4]>[OH:12][CH2:11][CH2:10][CH2:9][C:5]1[CH:4]=[C:3]([CH:8]=[CH:7][CH:6]=1)[CH:2]=[O:1] |f:2.3.4|. Reported procedure: Manganese dioxide (2.07 g) was added to a solution of 3-(3-(hydroxymethyl)phenyl)propan-1-ol [Aromatic Intermediate 18, step b] (0.40 g) in dichloromethane (20 mL) and the mixture stirred at ambient temperature for 18 hours. The mixture was filtered through Celite and concentrated in vacuo. The crude product was purified by flash silica chromatography, elution gradient 40%, 50% and 60% ethyl acetate in isohexane. Fractions containing the product were evaporated to dryness to afford the titled co...